describe an organic reaction: reactants, conditions, products, and yield From a dataset of the Open Reaction Database (ORD), a public repository of structured organic reaction records. The reactants are [N+](=O)([O-])C1=CC=C(C=C1)N=NC1=CC=C(C=C1)O (4-(4-nitro-phenylazo)phenol), [H-].[Na+] (sodium hydride), C(C)(=O)O (acetic acid), ClCN1C(C=2C(C1=O)=CC=CC2)=O (N-(chloromethyl)phthalimide). Run in CN(C)C=O (DMF). Conditions: time 5 minute. Yields the product [N+](=O)([O-])C1=CC=C(C=C1)N=NC1=CC=C(OCN2C(C=3C(C2=O)=CC=CC3)=O)C=C1 (N[4-(4-nitrophenylazo)phenoxymethyl]phthalimide). As a reaction SMILES: [N+:1]([C:4]1[CH:9]=[CH:8][C:7]([N:10]=[N:11][C:12]2[CH:17]=[CH:16][C:15]([OH:18])=[CH:14][CH:13]=2)=[CH:6][CH:5]=1)([O-:3])=[O:2].[H-].[Na+].Cl[CH2:22][N:23]1[C:27](=[O:28])[C:26]2=[CH:29][CH:30]=[CH:31][CH:32]=[C:25]2[C:24]1=[O:33].C(O)(=O)C>CN(C=O)C>[N+:1]([C:4]1[CH:9]=[CH:8][C:7]([N:10]=[N:11][C:12]2[CH:17]=[CH:16][C:15]([O:18][CH2:22][N:23]3[C:24](=[O:33])[C:25]4=[CH:32][CH:31]=[CH:30][CH:29]=[C:26]4[C:27]3=[O:28])=[CH:14][CH:13]=2)=[CH:6][CH:5]=1)([O-:3])=[O:2] |f:1.2|. Procedure: To a solution of the red dye, 4-(4-nitro-phenylazo)phenol (0.5 g), in DMF was added sodium hydride (0.1 g of a 50% dispersion). After stirring for 5 minutes at room temperature, N-(chloromethyl)phthalimide (0.5 g) was added and stirring continued overnight. The solution was acidified with acetic acid and the product precipitated by pouring into ice water. The product recrystallized from ethyl acetate/cyclohexane, was obtained in 0.72 g yield, m.p. 182°-190° C. Reactants: CCOC(=O)c1ccccc1-c1cccc(OC)c1, CO, [Na+], [OH-], O. The product is COc1cccc(-c2ccccc2C(=O)O)c1. RXN SMILES: [CH3:1][O:2][c:3]1[cH:4][c:5](-[c:9]2[c:10]([C:11](=[O:12])[O:13][CH2:14][CH3:15])[cH:16][cH:17][cH:18][cH:19]2)[cH:6][cH:7][cH:8]1.[CH3:22][OH:23].[Na+:21].[OH-:20].[OH2:24]>>[CH3:1][O:2][c:3]1[cH:4][c:5](-[c:9]2[c:10]([C:11](=[O:12])[OH:13])[cH:16][cH:17][cH:18][cH:19]2)[cH:6][cH:7][cH:8]1. As a reaction SMILES: [CH3:37][S:38]([CH3:39])=[O:40].[Cl:1][c:2]1[cH:3][c:4]([O:13][CH3:14])[c:5]([N+:10](=[O:11])[O-:12])[cH:6][c:7]1[O:8][CH3:9].[F:21][CH2:22][CH2:23][N:24]1[CH2:25][CH2:26][N:27]([CH:30]2[CH2:31][CH2:32][NH:33][CH2:34][CH2:35]2)[CH2:28][CH2:29]1.[K+:15].[K+:16].[O-:17][C:18]([O-:19])=[O:20].[OH2:36]>>[c:2]1([N:33]2[CH2:32][CH2:31][CH:30]([N:27]3[CH2:26][CH2:25][N:24]([CH2:23][CH2:22][F:21])[CH2:29][CH2:28]3)[CH2:35][CH2:34]2)[cH:3][c:4]([O:13][CH3:14])[c:5]([N+:10](=[O:11])[O-:12])[cH:6][c:7]1[O:8][CH3:9]. Starting materials: CS(C)=O, COc1cc([N+](=O)[O-])c(OC)cc1Cl, FCCN1CCN(C2CCNCC2)CC1, [K+], [K+], O=C([O-])[O-], O. Product: COc1cc([N+](=O)[O-])c(OC)cc1N1CCC(N2CCN(CCF)CC2)CC1. Starting materials: Cl.Cl.CC1=CC=C(C=C1)S(=O)(=O)OC[C@H]1COC2=C(O1)C(=C(C=C2)N)N ([(2R)-7,8-diamino-2,3-dihydro-1,4-benzodioxin-2-yl]methyl 4-methylbenzenesulfonate dihydrochloride), FC(C(=O)O)(F)F (trifluoroacetic acid). Run in C(Cl)Cl (methylene chloride). The product is CC1=CC=C(C=C1)S(=O)(=O)OCC1COC2=CC=C3C(=C2O1)N=C(N3)C(F)(F)F ((2-Trifluoromethyl-7,8-dihydro-3H-6,9-dioxa-1,3-diaza-cyclopenta[a]naphthalen-8-yl)methyl 4-methylbenzenesulfonate). As a reaction SMILES: Cl.Cl.[CH3:3][C:4]1[CH:9]=[CH:8][C:7]([S:10]([O:13][CH2:14][C@@H:15]2[O:20][C:19]3[C:21]([NH2:26])=[C:22]([NH2:25])[CH:23]=[CH:24][C:18]=3[O:17][CH2:16]2)(=[O:12])=[O:11])=[CH:6][CH:5]=1.[F:27][C:28]([F:33])([F:32])[C:29](O)=O>C(Cl)Cl>[CH3:3][C:4]1[CH:9]=[CH:8][C:7]([S:10]([O:13][CH2:14][CH:15]2[O:20][C:19]3[C:18](=[CH:24][CH:23]=[C:22]4[NH:25][C:29]([C:28]([F:33])([F:32])[F:27])=[N:26][C:21]4=3)[O:17][CH2:16]2)(=[O:12])=[O:11])=[CH:6][CH:5]=1 |f:0.1.2|. Procedure: A solution of 3.1 g (7.3 mmole) of [(2R)-7,8-diamino-2,3-dihydro-1,4-benzodioxin-2-yl]methyl 4-methylbenzenesulfonate dihydrochloride in 50 mL of trifluoroacetic acid was refluxed under nitrogen for 6 hours. The mixture was diluted to 400 mL with methylene chloride, washed with 400 mL of water and with 400 mL of saturated aqueous sodium bicarbonate, dried over magnesium sulfate, filtered and concentrated to a crude foam in vacuum. The crude product was column chromatographed on silica gel with 1... Reactants: C(C)NC(NC1=NN2C(C=C(C=C2C(N)=S)C=2C=NC=CC2)=N1)=O (2-(3-ethyl-ureido)-7-pyridin-3-yl-[1,2,4]triazolo[1,5-a]pyridine-5-carbothioic acid amide), BrCC(CC)=O (1-bromo-2-butanone). The solvent is CCO (EtOH). The product is C(C)NC(=O)NC1=NN2C(C=C(C=C2C=2SC=C(N2)CC)C=2C=NC=CC2)=N1 (1-ethyl-3-[5-(4-ethyl-thiazol-2-yl)-7-pyridin-3-yl-[1,2,4]triazolo[1,5-a]pyridin-2-yl]-urea). As a reaction SMILES: [CH2:1]([NH:3][C:4](=[O:24])[NH:5][C:6]1[N:23]=[C:9]2[CH:10]=[C:11]([C:17]3[CH:18]=[N:19][CH:20]=[CH:21][CH:22]=3)[CH:12]=[C:13]([C:14](=[S:16])[NH2:15])[N:8]2[N:7]=1)[CH3:2].Br[CH2:26][C:27](=O)[CH2:28][CH3:29]>CCO>[CH2:1]([NH:3][C:4]([NH:5][C:6]1[N:23]=[C:9]2[CH:10]=[C:11]([C:17]3[CH:18]=[N:19][CH:20]=[CH:21][CH:22]=3)[CH:12]=[C:13]([C:14]3[S:16][CH:26]=[C:27]([CH2:28][CH3:29])[N:15]=3)[N:8]2[N:7]=1)=[O:24])[CH3:2]. Reported procedure: A mixture of the product of Step 1 (0.5 g, 1.47 mmol) and 1-bromo-2-butanone (0.22 g, 1.47 mmol) in EtOH (10 mL) was heated to reflux for 3 h. The solvent was removed under reduced pressure; the resulting yellow solid was dissolved in MeOH/CHCl3, and dried onto silica gel. The slurry was then purified by column chromatography on silica gel using 1-4% MeOH/CHCl3 as eluent, to afford 1-ethyl-3-[5-(4-ethyl-thiazol-2-yl)-7-pyridin-3-yl-[1,2,4]triazolo[1,5-a]pyridin-2-yl]-urea as a solid. LCMS (APCI+... Reactants: COC=1C=NC(=NC1)C1CN(CC1)C(=O)OC(C)(C)C (tert-butyl 3-(5-methoxypyrimidin-2-yl)pyrrolidine-1-carboxylate), C(=O)(C(F)(F)F)O (TFA). Solvent: C(Cl)Cl (CH2Cl2). Conditions: time 2 hour. The product is COC=1C=NC(=NC1)C1CNCC1 (5-methoxy-2-(pyrrolidin-3-yl)pyrimidine). Yield: 95.0%. As a reaction SMILES: [CH3:1][O:2][C:3]1[CH:4]=[N:5][C:6]([CH:9]2[CH2:13][CH2:12][N:11](C(OC(C)(C)C)=O)[CH2:10]2)=[N:7][CH:8]=1.C(O)(C(F)(F)F)=O>C(Cl)Cl>[CH3:1][O:2][C:3]1[CH:8]=[N:7][C:6]([CH:9]2[CH2:13][CH2:12][NH:11][CH2:10]2)=[N:5][CH:4]=1. Procedure: To a solution of tert-butyl 3-(5-methoxypyrimidin-2-yl)pyrrolidine-1-carboxylate (13 mg, 0.047 mmol) in dry CH2Cl2 (0.5 mL) was added TFA (20% in CH2Cl2, 2 mL) at 0° C. The formed solution was stirred at rt for 2 h. The reaction mixture was concentrated in vacuo to give the crude product (8 mg), which was used for next step without purification. Starting materials: OC1=CC=C(C(=O)N)C=C1 (4-hydroxybenzamide), BrCCCCCCCCCCCCCC (1-bromotetradecane), [OH-].[K+] (potassium hydroxide), [I-].[Na+] (sodium iodide). Run in CN(C=O)C (dimethylformamide), O (water). Conditions: temperature 110 celsius, time 72 hour. Yields the product C(CCCCCCCCCCCCC)OC1=CC=C(C(=O)N)C=C1 (4-(Tetradecyloxy)benzamide). Yield: 47.7%. As a reaction SMILES: [OH:1][C:2]1[CH:10]=[CH:9][C:5]([C:6]([NH2:8])=[O:7])=[CH:4][CH:3]=1.Br[CH2:12][CH2:13][CH2:14][CH2:15][CH2:16][CH2:17][CH2:18][CH2:19][CH2:20][CH2:21][CH2:22][CH2:23][CH2:24][CH3:25].[OH-].[K+].[I-].[Na+]>O.CN(C)C=O>[CH2:25]([O:1][C:2]1[CH:10]=[CH:9][C:5]([C:6]([NH2:8])=[O:7])=[CH:4][CH:3]=1)[CH2:24][CH2:23][CH2:22][CH2:21][CH2:20][CH2:19][CH2:18][CH2:17][CH2:16][CH2:15][CH2:14][CH2:13][CH3:12] |f:2.3,4.5|. Procedure details: A mixture of 50 g of 4-hydroxybenzamide, 106.1 g of 1-bromotetradecane, 75.59 g of potassium hydroxide, 5.46 g of sodium iodide and 600 ml of dimethylformamide is heated at 110° C. for 24 hours; followed by stirring at room temperature for 72 hours. The reaction is poured into water, the resulting solid collected and washed with water. The solid is recrystallized first from chloroform then ethyl acetate to give 58 g of the desired product. Starting materials: Cc1ccc(C(=O)NC2CC2)cc1NC(=O)c1cc(F)ccc1[N+](=O)[O-], OC1CCN(C2CC2)CC1. Product: Cc1ccc(C(=O)NC2CC2)cc1NC(=O)c1cc(OC2CCN(C3CC3)CC2)ccc1[N+](=O)[O-]. As a reaction SMILES: [CH:1]1([NH:4][C:5](=[O:6])[c:7]2[cH:8][cH:9][c:10]([CH3:26])[c:11]([NH:13][C:14]([c:15]3[c:16]([N+:22](=[O:23])[O-:24])[cH:17][cH:18][c:19]([F:21])[cH:20]3)=[O:25])[cH:12]2)[CH2:2][CH2:3]1.[CH:27]1([N:30]2[CH2:31][CH2:32][CH:33]([OH:36])[CH2:34][CH2:35]2)[CH2:28][CH2:29]1>>[CH:1]1([NH:4][C:5](=[O:6])[c:7]2[cH:8][cH:9][c:10]([CH3:26])[c:11]([NH:13][C:14]([c:15]3[c:16]([N+:22](=[O:23])[O-:24])[cH:17][cH:18][c:19]([O:36][CH:33]4[CH2:32][CH2:31][N:30]([CH:27]5[CH2:28][CH2:29]5)[CH2:35][CH2:34]4)[cH:20]3)=[O:25])[cH:12]2)[CH2:2][CH2:3]1.